This data is from the Open Reaction Database (ORD), a public repository of structured organic reaction records. The task is: describe an organic reaction: reactants, conditions, products, and yield Reactants: CN1c2ccccc2NC(=O)c2cscc21, S=P12SP3(=S)SP(=S)(S1)SP(=S)(S2)S3, c1ccncc1. The product is CN1c2ccccc2NC(=S)c2cscc21. Reaction SMILES: [CH3:1][N:2]1[c:3]2[c:4]([cH:14][s:15][cH:16]2)[C:5](=[O:13])[NH:6][c:7]2[c:8]1[cH:9][cH:10][cH:11][cH:12]2.[P:17]12(=[S:18])[S:19][P:20]3(=[S:30])[S:21][P:22](=[S:28])([S:23][P:24](=[S:27])([S:25]3)[S:26]1)[S:29]2.[cH:31]1[cH:32][cH:33][n:34][cH:35][cH:36]1>>[CH3:1][N:2]1[c:3]2[c:4]([cH:14][s:15][cH:16]2)[C:5](=[S:18])[NH:6][c:7]2[c:8]1[cH:9][cH:10][cH:11][cH:12]2.